describe an organic reaction: reactants, conditions, products, and yield From a dataset of the Open Reaction Database (ORD), a public repository of structured organic reaction records. Reactants: CN1C(CC(CC1=O)C1=CC2=C(OC3=C2CCCC3)C=C1)=O (N-methyl-3-(6,7,8,9-tetrahydro-2-dibenzofuranyl)-glutarimide), [H-].[Al+3].[Li+].[H-].[H-].[H-] (lithium aluminium hydride), [OH-].[Na+] (sodium hydroxide). The solvent is O (water), ester, O (water). Run at time 3 hour. The product is CN1CCC(CC1)C1=CC2=C(OC3=C2CCCC3)C=C1 (1-methyl-4-(6,7,8,9-tetrahydro-2-dibenzofuranyl)-piperidine). Reaction SMILES: [CH3:1][N:2]1[C:7](=O)[CH2:6][CH:5]([C:9]2[CH:21]=[CH:20][C:12]3[O:13][C:14]4[CH2:19][CH2:18][CH2:17][CH2:16][C:15]=4[C:11]=3[CH:10]=2)[CH2:4][C:3]1=O.[H-].[Al+3].[Li+].[H-].[H-].[H-].[OH-].[Na+]>O>[CH3:1][N:2]1[CH2:3][CH2:4][CH:5]([C:9]2[CH:21]=[CH:20][C:12]3[O:13][C:14]4[CH2:19][CH2:18][CH2:17][CH2:16][C:15]=4[C:11]=3[CH:10]=2)[CH2:6][CH2:7]1 |f:1.2.3.4.5.6,7.8|. Procedure details: 2.97 g (0.01 mol) of N-methyl-3-(6,7,8,9-tetrahydro-2-dibenzofuranyl)-glutarimide are added in portions to a suspension of 7.6 g (0.020 mol) of lithium aluminium hydride in 50 ml of anhydrous ester in the course of 10 minutes at room temperature. The reaction mixture is stirred at room temperature for 3 hours and thereafter cooled to 0° and excess reducing agent is decomposed by adding 0.74 ml of water, 0.74 ml of 2 N sodium hydroxide solution and thereafter 22.4 ml of water. After 30 minutes, t... Starting materials: C(C)(=O)OCCOC=1C(=C(C=C(C1)OC)[C@H](C=1N=C(N(N1)C1=NC=CC=N1)OCOC(C(COC)(C)C)=O)NC1=CC=C(C=C1)C(=NC(=O)OCC(=C)C)N)F (3-methoxy-2,2-dimethylpropionic acid 5-[(R)-[3-(2-acetoxyethoxy)-2-fluoro-5-methoxyphenyl]-(4-{amino[2-methylallyloxycarbonylimino]methyl}phenylamino)methyl]-2-pyrimidin-2-yl-2H-[1,2,4]triazol-3-yloxymethyl ester), C1(=CC=CC=C1)C (toluene), C(C)(=O)OCC.Cl (hydrogen chloride-ethyl acetate). The solvent is C(C)(=O)OCC (ethyl acetate). Yields the product Cl.C(C)(=O)OCCOC=1C(=C(C=C(C1)OC)[C@H](C=1N=C(N(N1)C1=NC=CC=N1)OCOC(C(COC)(C)C)=O)NC1=CC=C(C=C1)C(=NC(=O)OCC(=C)C)N)F (3-methoxy-2,2-dimethylpropionic acid 5-[(R)-[3-(2-acetoxyethoxy)-2-fluoro-5-methoxyphenyl]-(4-{amino[2-methylallyloxycarbonylimino]methyl}phenylamino)methyl]-2-pyrimidin-2-yl-2H-[1,2,4]triazol-3-yloxymethyl ester hydrochloride). RXN SMILES: [C:1]([O:4][CH2:5][CH2:6][O:7][C:8]1[C:9]([F:56])=[C:10]([C@@H:16]([NH:39][C:40]2[CH:45]=[CH:44][C:43]([C:46]([NH2:55])=[N:47][C:48]([O:50][CH2:51][C:52]([CH3:54])=[CH2:53])=[O:49])=[CH:42][CH:41]=2)[C:17]2[N:18]=[C:19]([O:28][CH2:29][O:30][C:31](=[O:38])[C:32]([CH3:37])([CH3:36])[CH2:33][O:34][CH3:35])[N:20]([C:22]3[N:27]=[CH:26][CH:25]=[CH:24][N:23]=3)[N:21]=2)[CH:11]=[C:12]([O:14][CH3:15])[CH:13]=1)(=[O:3])[CH3:2].C1(C)C=CC=CC=1.C(OCC)(=O)C.[ClH:70]>C(OCC)(=O)C>[ClH:70].[C:1]([O:4][CH2:5][CH2:6][O:7][C:8]1[C:9]([F:56])=[C:10]([C@@H:16]([NH:39][C:40]2[CH:41]=[CH:42][C:43]([C:46]([NH2:55])=[N:47][C:48]([O:50][CH2:51][C:52]([CH3:54])=[CH2:53])=[O:49])=[CH:44][CH:45]=2)[C:17]2[N:18]=[C:19]([O:28][CH2:29][O:30][C:31](=[O:38])[C:32]([CH3:37])([CH3:36])[CH2:33][O:34][CH3:35])[N:20]([C:22]3[N:27]=[CH:26][CH:25]=[CH:24][N:23]=3)[N:21]=2)[CH:11]=[C:12]([O:14][CH3:15])[CH:13]=1)(=[O:3])[CH3:2] |f:2.3,5.6|. Reported procedure: To a mixture of 3-methoxy-2,2-dimethylpropionic acid 5-[(R)-[3-(2-acetoxyethoxy)-2-fluoro-5-methoxyphenyl]-(4-{amino[2-methylallyloxycarbonylimino]methyl}phenylamino)methyl]-2-pyrimidin-2-yl-2H-[1,2,4]triazol-3-yloxymethyl ester (Example 6f, 20 mg) and toluene (4 mL), under stirring at room temperature, a dilution (0.2 mL) prepared by adding 4 M hydrogen chloride-ethyl acetate solution (0.32 mL) to ethyl acetate (10 mL) was added dropwise. The solvent in the mixture was distilled off under reduc...